This data is from the Open Reaction Database (ORD), a public repository of structured organic reaction records. The task is: describe an organic reaction: reactants, conditions, products, and yield Reactants: NC1CCC(Nc2ccnc3cc(Cl)ccc23)CC1, CN(C)C=O, On1nnc2ccccc21, O=C(O)CCCCc1ccccc1. The product is O=C(CCCCc1ccccc1)NC1CCC(Nc2ccnc3cc(Cl)ccc23)CC1. As a reaction SMILES: [Cl:24][c:25]1[cH:26][cH:27][c:28]2[c:29]([NH:35][CH:36]3[CH2:37][CH2:38][CH:39]([NH2:42])[CH2:40][CH2:41]3)[cH:30][cH:31][n:32][c:33]2[cH:34]1.[O:43]=[CH:44][N:45]([CH3:46])[CH3:47].[OH:14][n:15]1[c:16]2[c:17]([cH:18][cH:19][cH:20][cH:21]2)[n:22][n:23]1.[c:1]1([CH2:7][CH2:8][CH2:9][CH2:10][C:11](=[O:12])[OH:13])[cH:2][cH:3][cH:4][cH:5][cH:6]1>>[c:1]1([CH2:7][CH2:8][CH2:9][CH2:10][C:11](=[O:13])[NH:42][CH:39]2[CH2:38][CH2:37][CH:36]([NH:35][c:29]3[c:28]4[cH:27][cH:26][c:25]([Cl:24])[cH:34][c:33]4[n:32][cH:31][cH:30]3)[CH2:41][CH2:40]2)[cH:2][cH:3][cH:4][cH:5][cH:6]1.